From a dataset of the Open Reaction Database (ORD), a public repository of structured organic reaction records. describe an organic reaction: reactants, conditions, products, and yield Reactants: C(C)C1C(CC(C(C(OC(C2CCCCN2C(C(C2(C(CC(C(C(CC(CC(=C1)C)C)OC)O2)OC)C)O)=O)=O)=O)C(=CC2CC(C(CC2)O)OC)C)C)O)=O (17-ethyl-1,14-dihydroxy-12-[2'-(4"-hydroxy-3"-methoxycyclohexyl)-1'-methylvinyl]-23,25-dimethoxy-13,19,21,27-tetramethyl-11,28-dioxa-4-azatricyclo[22.3.1.04,9 ]octacos-18-ene-2,3,10,16-tetraone), C(C)(=O)O.C(C)(=O)O.FC1=CC=C(C=C1)[Bi](C1=CC=C(C=C1)F)C1=CC=C(C=C1)F (tri(4-fluorophenyl)bismuth diacetate), C(C)(=O)O (acetic acid), C(O)(O)=O.FC1=CC=C(C=C1)[Bi](C1=CC=C(C=C1)F)C1=CC=C(C=C1)F (tri(4-fluorophenyl)bismuth carbonate). Reagents/catalysts: CC(=O)[O-].CC(=O)[O-].[Cu+2] (Cu(OAc)2). Run in C(Cl)Cl (CH2Cl2), C(=O)(O)[O-].[Na+] (NaHCO3), C(Cl)Cl (CH2Cl2). Run at time 2 day. Product: C(C)C1C(CC(C(C(OC(C2CCCCN2C(C(C2(C(CC(C(C(CC(CC(=C1)C)C)OC)O2)OC)C)O)=O)=O)=O)C(=CC2CC(C(CC2)OC2=CC=C(C=C2)F)OC)C)C)O)=O (17-ethyl-1,14-dihydroxy-12-[2'-(4"-(4"'-fluorophenyloxy)-3"-methoxycyclohexyl)-1'-methyl-vinyl]-23,25-dimethoxy-13,19,21,27-tetramethyl-11,28-dioxa-4-azatricyclo-[22.3.1.04,9 ]octacos-18-ene-2,3,10,16-tetraone). As a reaction SMILES: [CH2:1]([CH:3]1[CH:29]=[C:28]([CH3:30])[CH2:27][CH:26]([CH3:31])[CH2:25][CH:24]([O:32][CH3:33])[CH:23]2[O:34][C:19]([OH:38])([CH:20]([CH3:37])[CH2:21][CH:22]2[O:35][CH3:36])[C:18](=[O:39])[C:17](=[O:40])[N:16]2[CH:11]([CH2:12][CH2:13][CH2:14][CH2:15]2)[C:10](=[O:41])[O:9][CH:8]([C:42]([CH3:53])=[CH:43][CH:44]2[CH2:49][CH2:48][CH:47]([OH:50])[CH:46]([O:51][CH3:52])[CH2:45]2)[CH:7]([CH3:54])[CH:6]([OH:55])[CH2:5][C:4]1=[O:56])[CH3:2].C(O)(=O)C.C(O)(=O)C.[F:65][C:66]1[CH:71]=[CH:70][C:69]([Bi](C2C=CC(F)=CC=2)C2C=CC(F)=CC=2)=[CH:68][CH:67]=1.C(O)(=O)C.C(=O)(O)O.FC1C=CC([Bi](C2C=CC(F)=CC=2)C2C=CC(F)=CC=2)=CC=1>C(Cl)Cl.C([O-])(O)=O.[Na+].CC([O-])=O.CC([O-])=O.[Cu+2]>[CH2:1]([CH:3]1[CH:29]=[C:28]([CH3:30])[CH2:27][CH:26]([CH3:31])[CH2:25][CH:24]([O:32][CH3:33])[CH:23]2[O:34][C:19]([OH:38])([CH:20]([CH3:37])[CH2:21][CH:22]2[O:35][CH3:36])[C:18](=[O:39])[C:17](=[O:40])[N:16]2[CH:11]([CH2:12][CH2:13][CH2:14][CH2:15]2)[C:10](=[O:41])[O:9][CH:8]([C:42]([CH3:53])=[CH:43][CH:44]2[CH2:49][CH2:48][CH:47]([O:50][C:69]3[CH:70]=[CH:71][C:66]([F:65])=[CH:67][CH:68]=3)[CH:46]([O:51][CH3:52])[CH2:45]2)[CH:7]([CH3:54])[CH:6]([OH:55])[CH2:5][C:4]1=[O:56])[CH3:2] |f:1.2.3,5.6,8.9,10.11.12|. Reported procedure: To a stirred mixture of 17-ethyl-1,14-dihydroxy-12-[2'-(4"-hydroxy-3"-methoxycyclohexyl)-1'-methylvinyl]-23,25-dimethoxy-13,19,21,27-tetramethyl-11,28-dioxa-4-azatricyclo[22.3.1.04,9 ]octacos-18-ene-2,3,10,16-tetraone (100 mg, 0.126 mmol, 1 eq) and Cu(OAc)2 (3 mg, 0.0165 mmol, 0.13 eq) in CH2Cl2 (1 ml) in a 4 mL screw-cap vial equipped with a magnetic stir-bar was added tri(4-fluorophenyl)bismuth diacetate [prepared immediately prior to use by addition of acetic acid (0.030 mL, 0.504 mmol, 4 eq)... The reactants are ClC(CCC(=O)C1=CC=C(C=C1)OC)C (4-chloro-4′-methoxyvalerophenone), C1(C=2C(C(N1)=O)=CC=CC2)=O.[K] (potassium phthalimide). The solvent is CN(C)C=O (DMF). Conditions: temperature 70 celsius. Product: C1(C=2C(C(N1C(CCC(=O)C1=CC=C(C=C1)OC)C)=O)=CC=CC2)=O (4-phthalimido-1-(4′-methoxy-phenyl)-pentan-1-one). Isolated yield 80.9%. RXN SMILES: Cl[CH:2]([CH3:15])[CH2:3][CH2:4][C:5]([C:7]1[CH:12]=[CH:11][C:10]([O:13][CH3:14])=[CH:9][CH:8]=1)=[O:6].[C:16]1(=[O:26])[NH:20][C:19](=[O:21])[C:18]2=[CH:22][CH:23]=[CH:24][CH:25]=[C:17]12.[K]>CN(C=O)C>[C:16]1(=[O:26])[N:20]([CH:2]([CH3:15])[CH2:3][CH2:4][C:5]([C:7]2[CH:12]=[CH:11][C:10]([O:13][CH3:14])=[CH:9][CH:8]=2)=[O:6])[C:19](=[O:21])[C:18]2=[CH:22][CH:23]=[CH:24][CH:25]=[C:17]12 |f:1.2,^1:26|. Reported procedure: To a solution of 4-chloro-4′-methoxyvalerophenone (Rieke Metals) (2.26 g, 10.0 mmol) in DMF (10 mL) was added potassium phthalimide (1.85 g, 10 mmol mmol). The solution was heated under N2 (g) at 70° C. overnight. The reaction mixture was cooled to room temperature and partitioned between ethyl acetate (70 mL) and water (50 mL). The organic layer was washed with another portion of water (50 mL), followed by saturated aqueous sodium bicarbonate (50 mL) and brine (50 mL). The organic layer was dri... Reactants: OC=1C=C(C(=O)N)C=CC1 (3-hydroxybenzamide), C(C)(=O)OCCBr (2-bromoethyl acetate), C(=O)([O-])[O-].[K+].[K+] (K2CO3). The solvent is CN(C=O)C (dimethyl formamide). Run at temperature 25 celsius, time 48 hour. Yields the product C(C)(=O)OCCOC=1C=C(C(=O)N)C=CC1 (3-(2-Acetoxyethoxy)benzamide). Isolated yield 65.5%. As a reaction SMILES: [OH:1][C:2]1[CH:3]=[C:4]([CH:8]=[CH:9][CH:10]=1)[C:5]([NH2:7])=[O:6].[C:11]([O:14][CH2:15][CH2:16]Br)(=[O:13])[CH3:12].C([O-])([O-])=O.[K+].[K+]>CN(C)C=O>[C:11]([O:14][CH2:15][CH2:16][O:1][C:2]1[CH:3]=[C:4]([CH:8]=[CH:9][CH:10]=1)[C:5]([NH2:7])=[O:6])(=[O:13])[CH3:12] |f:2.3.4|. Reported procedure: A mixture of 3-hydroxybenzamide (3.0 g, 21.9 mmol) prepared as in Example 1, 2-bromoethyl acetate (11.9 g, 70.9 mmol), and K2CO3 (5.7 g, 41.2 mmol) in 40 cc dry dimethyl formamide (DMF) was stirred at 25° C. for 48 hours and filtered. The filtrate was evaporated in vacuo and the resulting residue was recrystallized from 90% EtOH(H2O) to give 3.2 g (65%) of the desired product as a white crystalline powder, mp 121°-122° C. Here, as in the other examples, the product compound was identified by ele...